Dataset: the Open Reaction Database (ORD), a public repository of structured organic reaction records. Task: describe an organic reaction: reactants, conditions, products, and yield Starting materials: solution, ClC=1C=CC(=NC1)NC(C1=C(C=CC=C1)NCC1CCNCC1)=O (N-(5-chloropyridin-2-yl)-2-(piperidin-4-ylmethylamino)benzamide), C(C)(=O)O[BH-](OC(C)=O)OC(C)=O.[Na+] (sodium triacetoxyborohydride), ClC(C)Cl (dichloroethane), C1(CC1)C=O (cyclopropanecarboxaldehyde). Solvent: CO (methanol), CN1C(CCC1)=O (N-methylpyrrolidinone). Run at time 8 hour. The product is ClC=1C=CC(=NC1)NC(C1=C(C=CC=C1)NCC1CCN(CC1)CC1CC1)=O (N-(5-Chloropyridin-2-yl)-2-[1-(cylopropylmethyl)piperidin-4-ylmethylamino]benzamide). As a reaction SMILES: [Cl:1][C:2]1[CH:3]=[CH:4][C:5]([NH:8][C:9](=[O:24])[C:10]2[CH:15]=[CH:14][CH:13]=[CH:12][C:11]=2[NH:16][CH2:17][CH:18]2[CH2:23][CH2:22][NH:21][CH2:20][CH2:19]2)=[N:6][CH:7]=1.ClC(Cl)C.[CH:29]1([CH:32]=O)[CH2:31][CH2:30]1.C(O[BH-](OC(=O)C)OC(=O)C)(=O)C.[Na+]>CN1CCCC1=O.CO>[Cl:1][C:2]1[CH:3]=[CH:4][C:5]([NH:8][C:9](=[O:24])[C:10]2[CH:15]=[CH:14][CH:13]=[CH:12][C:11]=2[NH:16][CH2:17][CH:18]2[CH2:19][CH2:20][N:21]([CH2:32][CH:29]3[CH2:31][CH2:30]3)[CH2:22][CH2:23]2)=[N:6][CH:7]=1 |f:3.4|. Procedure details: To a small sample of N-(5-chloropyridin-2-yl)-2-(piperidin-4-ylmethylamino)benzamide (0.034 g, 0.1 mmol) weighed out in a 1 mL sealable vial, dichloroethane was added (300 μL), followed by excess of cyclopropanecarboxaldehyde (20 μL, >0.15 mmol) and sodium triacetoxyborohydride (200 μL of a 1.5 M solution in N-methylpyrrolidinone). The vial was capped and placed in a shaker at 70° C. overnight. After an additional 24 heat room temperature, methanol was added (400 μL) and the vial was shaken for ...